This data is from the Open Reaction Database (ORD), a public repository of structured organic reaction records. The task is: describe an organic reaction: reactants, conditions, products, and yield Reactants: C(C)[SiH](CC)CC (triethylsilane), C(O)([O-])=O.[Na+] (sodium hydrogencarbonate), C1(CC1)CN1C(N(C2=NC(=NC=C12)C1=NN(C2=NC=CC=C21)CC2=C(C=CC=C2)F)CC2=C(C=C(C=C2)OC)OC)=O (7-(Cyclopropylmethyl)-9-(2,4-dimethoxybenzyl)-2-[1-(2-fluorobenzyl)-1H-pyrazolo[3,4-b]pyridin-3-yl]-7,9-dihydro-8H-purin-8-one), O (water). Solvent: FC(C(=O)O)(F)F (trifluoroacetic acid), C(C)(=O)OCC (ethyl acetate). The product is C1(CC1)CN1C(NC2=NC(=NC=C12)C1=NN(C2=NC=CC=C21)CC2=C(C=CC=C2)F)=O (7-(Cyclopropylmethyl)-2-[1-(2-fluorobenzyl)-1H-pyrazolo[3,4-b]pyridin-3-yl]-7,9-dihydro-8H-purin-8-one). Yield: 53.6%. Reaction SMILES: [CH:1]1([CH2:4][N:5]2[C:13]3[C:8](=[N:9][C:10]([C:14]4[C:22]5[C:17](=[N:18][CH:19]=[CH:20][CH:21]=5)[N:16]([CH2:23][C:24]5[CH:29]=[CH:28][CH:27]=[CH:26][C:25]=5[F:30])[N:15]=4)=[N:11][CH:12]=3)[N:7](CC3C=CC(OC)=CC=3OC)[C:6]2=[O:42])[CH2:3][CH2:2]1.C([SiH](CC)CC)C.O.C(=O)([O-])O.[Na+]>FC(F)(F)C(O)=O.C(OCC)(=O)C>[CH:1]1([CH2:4][N:5]2[C:13]3[C:8](=[N:9][C:10]([C:14]4[C:22]5[C:17](=[N:18][CH:19]=[CH:20][CH:21]=5)[N:16]([CH2:23][C:24]5[CH:29]=[CH:28][CH:27]=[CH:26][C:25]=5[F:30])[N:15]=4)=[N:11][CH:12]=3)[NH:7][C:6]2=[O:42])[CH2:3][CH2:2]1 |f:3.4|. Procedure details: 482 mg (0.70 mmol) of the compound from example 84A were dissolved in 21 ml of trifluoroacetic acid, 817 mg (7.02 mmol) of triethylsilane were added and the mixture was heated to reflux for 18 h. The reaction mixture was admixed with water and ethyl acetate, and neutralized with saturated aqueous sodium hydrogencarbonate solution. The organic phase was dried over sodium sulfate and concentrated on a rotary evaporator. The residue was dried under high vacuum, and purified by means of preparative ...